Task: describe an organic reaction: reactants, conditions, products, and yield. Dataset: the Open Reaction Database (ORD), a public repository of structured organic reaction records The product is CC=1C(=NC2=CN=CC=C2C1N1CC2(C3=NC=C(C=C31)N3CCOCC3)CCOCC2)C2=NC=CC=C2 (1′-(3-methyl-2-(2-pyridinyl)-1,7-naphthyridin-4-yl)-6′-(4-morpholinyl)-1′,2,2′,3,5,6-hexahydrospiro[pyran-4,3′-pyrrolo[3,2-b]-pyridine]). Reaction SMILES: Cl[C:2]1[C:11]2[C:6](=[CH:7][N:8]=[CH:9][CH:10]=2)[N:5]=[C:4]([C:12]2[CH:17]=[CH:16][CH:15]=[CH:14][N:13]=2)[C:3]=1[CH3:18].[O:19]1[CH2:24][CH2:23][N:22]([C:25]2[CH:26]=[C:27]3[NH:33][CH2:32][C:31]4([CH2:38][CH2:37][O:36][CH2:35][CH2:34]4)[C:28]3=[N:29][CH:30]=2)[CH2:21][CH2:20]1.CC(C)([O-])C.[Na+]>CC(C1C=C(C(C)C)C(C2C(P(C3CCCCC3)C3CCCCC3)=CC=CC=2)=C(C(C)C)C=1)C.C1C=[C-]C(CCN)=CC=1.Cl[Pd+].C1(C)C=CC=CC=1>[CH3:18][C:3]1[C:4]([C:12]2[CH:17]=[CH:16][CH:15]=[CH:14][N:13]=2)=[N:5][C:6]2[C:11]([C:2]=1[N:33]1[C:27]3[C:28](=[N:29][CH:30]=[C:25]([N:22]4[CH2:23][CH2:24][O:19][CH2:20][CH2:21]4)[CH:26]=3)[C:31]3([CH2:38][CH2:37][O:36][CH2:35][CH2:34]3)[CH2:32]1)=[CH:10][CH:9]=[N:8][CH:7]=2 |f:2.3,4.5.6|. Reactants: ClC1=C(C(=NC2=CN=CC=C12)C1=NC=CC=C1)C (4-chloro-3-methyl-2-(pyridin-2-yl)-1,7-naphthyridine), O1CCN(CC1)C=1C=C2C(=NC1)C1(CN2)CCOCC1 (6′-morpholino-1′,2,2′,3,5,6-hexahydrospiro[pyran-4,3′-pyrrolo[3,2-b]pyridine]), CC(C)([O-])C.[Na+] (sodium tert-butoxide). Solvent: C1(=CC=CC=C1)C (toluene). Reagents/catalysts: CC(C)C1=CC(=C(C(=C1)C(C)C)C2=CC=CC=C2P(C3CCCCC3)C4CCCCC4)C(C)C.C1=CC=C([C-]=C1)CCN.Cl[Pd+] (XPhos precatalyst). Procedure details: Prepared according to procedure Y by using 4-chloro-3-methyl-2-(pyridin-2-yl)-1,7-naphthyridine (70 mg, 0.274 mmol), 6′-morpholino-1′,2,2′,3,5,6-hexahydrospiro[pyran-4,3′-pyrrolo[3,2-b]pyridine] (75 mg, 0.274 mmol), sodium tert-butoxide (52.6 mg, 0.548 mmol) and XPhos precatalyst (20 mg, 0.027 mmol) with heating in toluene (4 mL) for 2 h at 110° C. Purification by reverse phase HPLC (to 10 50% acetonitrile water) gave 1′-(3-methyl-2-(2-pyridinyl)-1,7-naphthyridin-4-yl)-6′-(4-morpholinyl)-1′,2,2′... Reaction SMILES: [B:20]([Br:21])([Br:22])[Br:23].[CH3:25][CH2:26][CH2:27][CH2:28][CH2:29][CH3:30].[Cl:31][CH2:32][Cl:33].[F:1][c:2]1[c:3](-[c:8]2[n:9][o:10][c:11]3[c:12]2[cH:13][cH:14][c:15]([O:18][CH3:19])[c:16]3[I:17])[cH:4][cH:5][cH:6][cH:7]1.[OH2:24]>>[F:1][c:2]1[c:3](-[c:8]2[n:9][o:10][c:11]3[c:12]2[cH:13][cH:14][c:15]([OH:18])[c:16]3[I:17])[cH:4][cH:5][cH:6][cH:7]1. The reactants are BrB(Br)Br, CCCCCC, ClCCl, COc1ccc2c(-c3ccccc3F)noc2c1I, O. Product: Oc1ccc2c(-c3ccccc3F)noc2c1I.